This data is from the Open Reaction Database (ORD), a public repository of structured organic reaction records. The task is: describe an organic reaction: reactants, conditions, products, and yield Starting materials: BrC(C(=O)OC)C1=CC=CC=C1 (Methyl 2-bromo-2-phenylacetate), N1(CCNCC1)C1=CC=C(C#N)C=C1 (4-(1-piperazinyl)benzonitrile), C(=O)([O-])[O-].[Na+].[Na+] (Na2CO3). Run in CN(C)C=O (DMF). Yields the product N1(CCNCC1)CC(=O)O (1-piperazineacetic acid). Isolated yield 183.8%. As a reaction SMILES: Br[CH:2](C1C=CC=CC=1)[C:3]([O:5]C)=[O:4].[N:13]1(C2C=CC(C#N)=CC=2)[CH2:18][CH2:17][NH:16][CH2:15][CH2:14]1.C([O-])([O-])=O.[Na+].[Na+]>CN(C=O)C>[N:13]1([CH2:2][C:3]([OH:5])=[O:4])[CH2:18][CH2:17][NH:16][CH2:15][CH2:14]1 |f:2.3.4|. Procedure: Methyl 2-bromo-2-phenylacetate (0.1 mol) was added dropwise to a mixture of 4-(1-piperazinyl)benzonitrile (0.1 mol) and Na2CO3 (90.15 mol) in DMF (250 ml), stirred at room temperature. The reaction mixture was stirred overnight. The solvent was evaporated. The residue was dissolved in DCM, washed, dried, filtered and the solvent evaporated. The residue was triturated under DIPE, filtered off and dried, yielding 26.5 g of 1-piperazineacetic acid, 4-(4-cyanophenyl)-α-phenyl-, methyl ester (interme... Reactants: BH3 solution, COC=1C=CC2=C(CC(N(S2(=O)=O)CCCC2=CC=CC=C2)=O)C1 (6-methoxy-2-(3-phenylpropyl)-3-oxo-3,4-dihydro-2H-1,2-benzothiazine-1,1-dioxide), Cl (HCl). Solvent: C1CCOC1 (THF). The product is COC=1C=CC2=C(CCN(S2(=O)=O)CCCC2=CC=CC=C2)C1 (6-methoxy-2-(3-phenylpropyl)-3,4-dihydro-2H-1,2-benzothiazine-1,1-dioxide). As a reaction SMILES: [CH3:1][O:2][C:3]1[CH:4]=[CH:5][C:6]2[S:11](=[O:13])(=[O:12])[N:10]([CH2:14][CH2:15][CH2:16][C:17]3[CH:22]=[CH:21][CH:20]=[CH:19][CH:18]=3)[C:9](=O)[CH2:8][C:7]=2[CH:24]=1.Cl>C1COCC1>[CH3:1][O:2][C:3]1[CH:4]=[CH:5][C:6]2[S:11](=[O:13])(=[O:12])[N:10]([CH2:14][CH2:15][CH2:16][C:17]3[CH:22]=[CH:21][CH:20]=[CH:19][CH:18]=3)[CH2:9][CH2:8][C:7]=2[CH:24]=1. Reported procedure: To a 1M BH3 solution (300 mL, 30 mmol) @ 0° is added a solution of 6-methoxy-2-(3-phenylpropyl)-3-oxo-3,4-dihydro-2H-1,2-benzothiazine-1,1-dioxide (3.3 g, 9.6 mmol) in anhydrous THF (75 mL). After addition is complete the reaction mixture is brought to reflux for 2 hours. When the mixture has cooled to ambient temperature 6N HCl is carefully added until gas evolution ceases. The volatiles are removed in vacuo and the residue extracted with EtOAc (200 mL). The organic phase is washed with saturat...